The task is: describe an organic reaction: reactants, conditions, products, and yield. This data is from the Open Reaction Database (ORD), a public repository of structured organic reaction records. Reaction SMILES: [Cl:1][C:2]1[C:3]([F:15])=[C:4]([CH:8]=[C:9]([N+:12]([O-:14])=[O:13])[C:10]=1F)[C:5]([OH:7])=[O:6].C([O-])([O-])=O.[K+].[K+].[CH3:22][Si:23]([CH3:28])([CH3:27])[CH2:24][CH2:25][SH:26].[NH4+].[Cl-]>CCO.O>[Cl:1][C:2]1[C:3]([F:15])=[C:4]([CH:8]=[C:9]([N+:12]([O-:14])=[O:13])[C:10]=1[S:26][CH2:25][CH2:24][Si:23]([CH3:28])([CH3:27])[CH3:22])[C:5]([OH:7])=[O:6] |f:1.2.3,5.6|. Procedure details: To a mixture of 3.52 g (16.96 mmol) of 3-chloro-2,4-difluoro-5-nitro-benzoic acid (prepared as described in WO 03/077914) in 70 mL of EtOH, is added 6.56 g (47.48 mmol, 2.8 eq.) of K2CO3 dissolved in 30 mL of H2O. Then, 2.67 mL (16.96 mmol) of 2-(trimethylsilyl)ethanethiol are added in 10 minutes. The mixture is stirred at 50° C. during 1 h and then cooled to ambient temperature. After addition of a saturated NH4Cl aqueous solution, the product is extracted with EtOAc (3 times). The regrouped or... Product: ClC=1C(=C(C(=O)O)C=C(C1SCC[Si](C)(C)C)[N+](=O)[O-])F (3-chloro-2-fluoro-5-nitro-4-(2-trimethylsilanyl-ethylsulfanyl)-benzoic acid). Conditions: temperature 50 celsius, time 1 hour. Reactants: C(=O)([O-])[O-].[K+].[K+] (K2CO3), [NH4+].[Cl-] (NH4Cl), ClC=1C(=C(C(=O)O)C=C(C1F)[N+](=O)[O-])F (3-chloro-2,4-difluoro-5-nitro-benzoic acid), C[Si](CCS)(C)C (2-(trimethylsilyl)ethanethiol). Solvent: CCO (EtOH), O (H2O). Starting materials: C(=O)(O)C=CCCCCCC1=C(N(C2=CC=CC=C12)C)C=1C=NC=CC1 (3-(7-Carboxyhept-6-enyl)-2-(3-pyridyl)-1-methylindole), [H][H] (hydrogen). Run in C(C)O (ethanol), [Pd] (palladium), C (charcoal). The product is C(=O)(O)CCCCCCCC1=C(N(C2=CC=CC=C12)C)C=1C=NC=CC1 (3-(7-carboxyheptyl)-1-methyl-2-(3-pyridyl)indole). As a reaction SMILES: [C:1]([CH:4]=[CH:5][CH2:6][CH2:7][CH2:8][CH2:9][CH2:10][C:11]1[C:19]2[C:14](=[CH:15][CH:16]=[CH:17][CH:18]=2)[N:13]([CH3:20])[C:12]=1[C:21]1[CH:22]=[N:23][CH:24]=[CH:25][CH:26]=1)([OH:3])=[O:2].[H][H]>C(O)C.[Pd].C>[C:1]([CH2:4][CH2:5][CH2:6][CH2:7][CH2:8][CH2:9][CH2:10][C:11]1[C:19]2[C:14](=[CH:15][CH:16]=[CH:17][CH:18]=2)[N:13]([CH3:20])[C:12]=1[C:21]1[CH:22]=[N:23][CH:24]=[CH:25][CH:26]=1)([OH:3])=[O:2]. Procedure: 3-(7-Carboxyhept-6-enyl)-2-(3-pyridyl)-1-methylindole (100 mg) is dissolved in 10 ml of absolute ethanol with a catalytic amount of 10% palladium of charcoal and hydrogenated at 1 atmosphere pressure. After 1 mole of hydrogen is consumed, the catalyst is removed by filtration and washed with a few milliliters of ethanol. The combined filtrates are concentrated in vacuo to yield 3-(7-carboxyheptyl)-1-methyl-2-(3-pyridyl)indole.